From a dataset of the Open Reaction Database (ORD), a public repository of structured organic reaction records. describe an organic reaction: reactants, conditions, products, and yield The solvent is O1CCCC1 (tetrahydrofuran). Reaction SMILES: Cl[C:2]1[C:7]([NH:8][C:9]([CH3:12])([CH3:11])[CH3:10])=[N:6][C:5]([C:13]#[N:14])=[C:4]([C:15]#[N:16])[N:3]=1.[CH3:17][NH2:18].O>O1CCCC1>[CH3:17][NH:18][C:2]1[C:7]([NH:8][C:9]([CH3:12])([CH3:11])[CH3:10])=[N:6][C:5]([C:13]#[N:14])=[C:4]([C:15]#[N:16])[N:3]=1. Reactants: CN (methylamine), ClC1=NC(=C(N=C1NC(C)(C)C)C#N)C#N (2-chloro-3-tert-butylamino-5,6-dicyanopyrazine), O (water). Procedure: 2.0 g (0.008 mol) of 2-chloro-3-tert-butylamino-5,6-dicyanopyrazine was dissolved in 50 ml of tetrahydrofuran., and 1.3 g (0.017 mol) of a 40% methylamine aqueous solution was dropwise added thereto at room temperature. The mixture was stirred for 1 hour, and then the reaction solution was poured into 500 ml of water. The precipitated solid was collected by filtration and recrystallized from isobutyl alcohol to obtain 1.4 g of slightly yellow crystals (yield: 76.1%, melting point: at least 250° ... The product is CNC1=NC(=C(N=C1NC(C)(C)C)C#N)C#N (2-methylamino-3-tert-butylamino-5,6-dicyanopyrazine). Isolated yield 76.1%. Conditions: time 1 hour. The product is CC(C)(C)OC(=O)NCCC(=O)Nc1cnn2c1NCC2. RXN SMILES: [C:24]([CH3:25])([CH3:26])([CH3:27])[O:28][C:29](=[O:30])[NH:31][CH2:32][CH2:33][C:34](=[O:35])[O:36][N:37]1[C:38](=[O:39])[CH2:40][CH2:41][C:42]1=[O:43].[CH2:15]([N:16]([CH:17]([CH3:18])[CH3:19])[CH:20]([CH3:21])[CH3:22])[CH3:23].[CH2:44]([Cl:45])[Cl:46].[NH2:6][c:7]1[c:8]2[n:9]([n:10][cH:11]1)[CH2:12][CH2:13][NH:14]2.[S:1](=[O:2])(=[O:3])([OH:4])[OH:5]>>[NH:6]([c:7]1[c:8]2[n:9]([n:10][cH:11]1)[CH2:12][CH2:13][NH:14]2)[C:34]([CH2:33][CH2:32][NH:31][C:29]([O:28][C:24]([CH3:25])([CH3:26])[CH3:27])=[O:30])=[O:35]. Reactants: CC(C)(C)OC(=O)NCCC(=O)ON1C(=O)CCC1=O, CCN(C(C)C)C(C)C, ClCCl, Nc1cnn2c1NCC2, O=S(=O)(O)O. Starting materials: [Na] (sodium), O1COC2=C1C=CC(=C2)C=2C(=NN(C2N(S(=O)(=O)C2=CC=C(C=C2)Cl)S(=O)(=O)C2=CC=C(C=C2)Cl)C)OC (N-[4-(1,3-benzodioxol-5-yl)-3-methoxy-1-methyl-1H-pyrazol-5-yl]-4-chloro-N-[(4-chlorophenyl)sulfonyl]benzenesulfonamide), [Cl-].[NH4+] (ammonium chloride), O (water). Solvent: CO (methanol), ClCCl (dichloromethane). Conditions: time 1 hour. The product is O1COC2=C1C=CC(=C2)C=2C(=NN(C2NS(=O)(=O)C2=CC=C(C=C2)Cl)C)OC (N-[4-(1,3-benzodioxol-5-yl)-3-methoxy-1-methyl-1H-pyrazol-5-yl]-4-chlorobenzenesulfonamide). Isolated yield 66.7%. As a reaction SMILES: [Na].[O:2]1[C:6]2[CH:7]=[CH:8][C:9]([C:11]3[C:12]([O:38][CH3:39])=[N:13][N:14]([CH3:37])[C:15]=3[N:16](S(C3C=CC(Cl)=CC=3)(=O)=O)[S:17]([C:20]3[CH:25]=[CH:24][C:23]([Cl:26])=[CH:22][CH:21]=3)(=[O:19])=[O:18])=[CH:10][C:5]=2[O:4][CH2:3]1.[Cl-].[NH4+].O>CO.ClCCl>[O:2]1[C:6]2[CH:7]=[CH:8][C:9]([C:11]3[C:12]([O:38][CH3:39])=[N:13][N:14]([CH3:37])[C:15]=3[NH:16][S:17]([C:20]3[CH:25]=[CH:24][C:23]([Cl:26])=[CH:22][CH:21]=3)(=[O:19])=[O:18])=[CH:10][C:5]=2[O:4][CH2:3]1 |f:2.3,^1:0|. Procedure: An aqueous solution of sodium hydroxyde (2M, 270□1), was added at room temperature to a solution of N-[4-(1,3-benzodioxol-5-yl)-3-methoxy-1-methyl-1H-pyrazol-5-yl]-4-chloro-N-[(4-chlorophenyl)sulfonyl]benzenesulfonamide (Preparation 43) (32 mg) in a mixture of methanol (1 ml) and dichloromethane (1 ml). After 1 h, an aqueous saturated solution of ammonium chloride (4 ml) and water (4 ml) were added and the mixture was extracted with dichloromethane (3×5 ml). The combined organic fractions were d... Starting materials: CCO, O=C1c2ccccc2C(=O)N1c1ccc(Cn2c(=O)c3c(-c4noc(C5CC5)n4)ncn3c3ccccc32)cc1, NN. Yields the product Nc1ccc(Cn2c(=O)c3c(-c4noc(C5CC5)n4)ncn3c3ccccc32)cc1. Reaction SMILES: [CH3:43][CH2:44][OH:45].[CH:1]1([c:4]2[n:5][c:6](-[c:9]3[n:10][cH:11][n:12]4[c:13]3[c:14](=[O:40])[n:15]([CH2:22][c:23]3[cH:24][cH:25][c:26]([N:29]5[C:30](=[O:31])[c:32]6[cH:33][cH:34][cH:35][cH:36][c:37]6[C:38]5=[O:39])[cH:27][cH:28]3)[c:16]3[cH:17][cH:18][cH:19][cH:20][c:21]43)[n:7][o:8]2)[CH2:2][CH2:3]1.[NH2:41][NH2:42]>>[CH:1]1([c:4]2[n:5][c:6](-[c:9]3[n:10][cH:11][n:12]4[c:13]3[c:14](=[O:40])[n:15]([CH2:22][c:23]3[cH:24][cH:25][c:26]([NH2:29])[cH:27][cH:28]3)[c:16]3[cH:17][cH:18][cH:19][cH:20][c:21]43)[n:7][o:8]2)[CH2:2][CH2:3]1. Starting materials: C(=O)(OC(C)(C)C)OC(=O)OC(C)(C)C (di-tert-butyl dicarbonate), Cl.ClCCN1CCOCC1 (4-(2-chloroethyl)morpholine hydrochloride), C([O-])([O-])=O.[K+].[K+] (potassium carbonate), Cl.NC1=CC=C(C2=CC=CC=C12)O (4-Amino-1-naphthol hydrochloride), C(CCC)[Li] (n-butyl lithium), C(C)(C)(C)OC(=O)NC1=CC=C(C2=CC=CC=C12)O (4-tert-butyloxycarbonylamino-1-naphthol). Solvent: C1CCOC1 (THF), C(C)#N (acetonitrile). Yields the product NC1=CC=C(C2=CC=CC=C12)OCCN1CCOCC1 (1-amino-4-(2-(morpholin-4-yl)ethoxy)naphthalene), hydrochloride salt. As a reaction SMILES: Cl.[NH2:2][C:3]1[C:12]2[C:7](=[CH:8][CH:9]=[CH:10][CH:11]=2)[C:6]([OH:13])=[CH:5][CH:4]=1.C([Li])CCC.C(OC(OC(C)(C)C)=O)(OC(C)(C)C)=O.C(OC(NC1C2C(=CC=CC=2)C(O)=CC=1)=O)(C)(C)C.Cl.Cl[CH2:55][CH2:56][N:57]1[CH2:62][CH2:61][O:60][CH2:59][CH2:58]1.C(=O)([O-])[O-].[K+].[K+]>C(#N)C.C1COCC1>[NH2:2][C:3]1[C:12]2[C:7](=[CH:8][CH:9]=[CH:10][CH:11]=2)[C:6]([O:13][CH2:55][CH2:56][N:57]2[CH2:62][CH2:61][O:60][CH2:59][CH2:58]2)=[CH:5][CH:4]=1 |f:0.1,5.6,7.8.9|. Procedure: 4-Amino-1-naphthol hydrochloride (40) can be neutralized with a base, such as n-butyl lithium, in a non-protic solvent, such as THF, and reacted with di-tert-butyl dicarbonate ((BOC)2O) at temperatures between −78 −25° C. The product, 4-tert-butyloxycarbonylamino-1-naphthol (41) can be alkylated with 4-(2-chloroethyl)morpholine hydrochloride in a non-protic solvent, such as acetonitrile, with a base, such as powdered potassium carbonate, at temperatures between 60-80° C. Purification of the prod... Reactants: [OH-].[Li+] (lithium hydroxide), Cl (HCl), C(C1=CC=CC=C1)NC(=O)C1=C(N=C(S1)N1N=NC(=C1)C(=O)OCC)C (ethyl 1-(5-(benzylcarbamoyl)-4-methylthiazol-2-yl)-1H-1,2,3-triazole-4-carboxylate), O1CCCC1 (tetrahydrofuran). Solvent: O (water). Reaction conditions: time 18 hour. The product is C(C1=CC=CC=C1)NC(=O)C1=C(N=C(S1)N1N=NC(=C1)C(=O)O)C (1-(5-(benzylcarbamoyl)-4-methylthiazol-2-yl)-1H-1,2,3-triazole-4-carboxylic acid). Yield: 53.0%. Reaction SMILES: [CH2:1]([NH:8][C:9]([C:11]1[S:15][C:14]([N:16]2[CH:20]=[C:19]([C:21]([O:23]CC)=[O:22])[N:18]=[N:17]2)=[N:13][C:12]=1[CH3:26])=[O:10])[C:2]1[CH:7]=[CH:6][CH:5]=[CH:4][CH:3]=1.O1CCCC1.[OH-].[Li+].Cl>O>[CH2:1]([NH:8][C:9]([C:11]1[S:15][C:14]([N:16]2[CH:20]=[C:19]([C:21]([OH:23])=[O:22])[N:18]=[N:17]2)=[N:13][C:12]=1[CH3:26])=[O:10])[C:2]1[CH:3]=[CH:4][CH:5]=[CH:6][CH:7]=1 |f:2.3|. Reported procedure: To a solution of ethyl 1-(5-(benzylcarbamoyl)-4-methylthiazol-2-yl)-1H-1,2,3-triazole-4-carboxylate (0.20 g, 0.54 mmol) in a 1:1 mixture of tetrahydrofuran:water (20 mL) was added lithium hydroxide (0.11 g, 2.69 mmol). The reaction mixture was stirred at ambient temperature for 18 hours, acidified with 10% HCl solution and extracted with dichloromethane (2×50 mL). The organic layer was separated, dried over anhydrous sodium sulphate, filtered and concentrated in vacuo to afford the title compoun...